Dataset: the Open Reaction Database (ORD), a public repository of structured organic reaction records. Task: describe an organic reaction: reactants, conditions, products, and yield Starting materials: BrC1=CC=C(C#N)C=C1 (4-bromobenzonitrile), [N+](=O)([O-])C1=C(N)C=CC(=C1)C(F)(F)F (2-nitro-4-(trifluoromethyl)aniline), C(=O)([O-])[O-].[Cs+].[Cs+] (Cs2CO3). Reagents/catalysts: C=1C=CC(=CC1)/C=C/C(=O)/C=C/C2=CC=CC=C2.C=1C=CC(=CC1)/C=C/C(=O)/C=C/C2=CC=CC=C2.C=1C=CC(=CC1)/C=C/C(=O)/C=C/C2=CC=CC=C2.[Pd].[Pd] (Pd2dba3). Conditions: temperature 100 celsius, time 5 minute. The product is [N+](=O)([O-])C1=C(C=CC(=C1)C(F)(F)F)NC1=CC=C(C#N)C=C1 (4-{[2-nitro-4-(trifluoromethyl)phenyl]amino}benzonitrile). As a reaction SMILES: Br[C:2]1[CH:9]=[CH:8][C:5]([C:6]#[N:7])=[CH:4][CH:3]=1.[N+:10]([C:13]1[CH:19]=[C:18]([C:20]([F:23])([F:22])[F:21])[CH:17]=[CH:16][C:14]=1[NH2:15])([O-:12])=[O:11].C([O-])([O-])=O.[Cs+].[Cs+]>C1C=CC(/C=C/C(/C=C/C2C=CC=CC=2)=O)=CC=1.C1C=CC(/C=C/C(/C=C/C2C=CC=CC=2)=O)=CC=1.C1C=CC(/C=C/C(/C=C/C2C=CC=CC=2)=O)=CC=1.[Pd].[Pd]>[N+:10]([C:13]1[CH:19]=[C:18]([C:20]([F:21])([F:22])[F:23])[CH:17]=[CH:16][C:14]=1[NH:15][C:2]1[CH:9]=[CH:8][C:5]([C:6]#[N:7])=[CH:4][CH:3]=1)([O-:12])=[O:11] |f:2.3.4,5.6.7.8.9|. Procedure: 4-bromobenzonitrile (218 mg, 1.2 mmol), 2-nitro-4-(trifluoromethyl)aniline (206 mg, 1.0 mmol), Pd2dba3 (23 mg, 0.025 mmol), PCy2dmab (30 mg, 0.075 mmol), and Cs2CO3 (489 mg) are added to a round bottom flask. The flask is evacuated and filled with nitrogen two times and then left under vacuum for 5 min. After filling with nitrogen, toluene (4 mL Sureseal, degassed with nitrogen for 20 min) is added via syringe and the resultant dark red/black solution is heated to 100° C. with an oil bath. After... Reactants: CC([C@H](C(=O)OC(C)(C)C)N1CC=2C=CN=C3C2C(C1=O)=CN3S(=O)(=O)C3=CC=C(C)C=C3)C ((R)-tert-Butyl 3-methyl-2-(3-oxo-1-tosylpyrrolo[4,3,2-de][2,6]naphthyridin-4(1H,3H,5H)-yl)butanoate), CO (MeOH), [OH-].[Na+] (NaOH). Run in C(Cl)Cl (DCM). Run at time 40 minute. Yields the product CC([C@H](C(=O)O)N1CC=2C=CN=C3C2C(C1=O)=CN3)C ((R)-3-Methyl-2-(3-oxopyrrolo[4,3,2-de][2,6]naphthyridin-4(1H,3H,5H)-yl)butanoic acid). The yield is 82.0%. RXN SMILES: [CH3:1][CH:2]([CH3:34])[C@@H:3]([N:11]1[C:20](=[O:21])[C:19]2=[CH:22][N:23](S(C3C=CC(C)=CC=3)(=O)=O)[C:17]3[C:18]2=[C:13]([CH:14]=[CH:15][N:16]=3)[CH2:12]1)[C:4]([O:6]C(C)(C)C)=[O:5].CO.[OH-].[Na+]>C(Cl)Cl>[CH3:1][CH:2]([CH3:34])[C@@H:3]([N:11]1[C:20](=[O:21])[C:19]2=[CH:22][NH:23][C:17]3[C:18]2=[C:13]([CH:14]=[CH:15][N:16]=3)[CH2:12]1)[C:4]([OH:6])=[O:5] |f:2.3|. Procedure: A mixture of (R)-tert-Butyl 3-methyl-2-(3-oxo-1-tosylpyrrolo[4,3,2-de][2,6]naphthyridin-4(1H,3H,5H)-yl)butanoate (840 mg, 1.74 mmol), MeOH (4 mL), and aqueous NaOH (1N, 2 mL) was stirred for 40 min at room temperature. The material was diluted with DCM and washed with brine. The organics were dried over MgSO4 and concentrated in vacuo. Purification by silica gel chromatography (5% MeOH/DCM) gave a yellow oil (390 mg), which dissolved in TFA/DCM (50%) and stirred at room temperature for 1 h. The ... Isolated yield 25.0%. Run in O1CCOCC1 (dioxane). The reactants are CC1([C@@H](N(C(O1)=O)C1=CC=C(C=C1)B1OC(C(O1)(C)C)(C)C)C1=CC=CC=C1)C ((S)-5,5-dimethyl-4-phenyl-3-(4-(4,4,5,5-tetramethyl-1,3,2-dioxaborolan-2-yl)phenyl)oxazolidin-2-one), CC1([C@@H](N(C(O1)=O)C1=CC=C(C=C1)B1OC(C(O1)(C)C)(C)C)C1=CC=CC=C1)C ((S)-5,5-dimethyl-4-phenyl-3-(4-(4,4,5,5-tetramethyl-1,3,2-dioxaborolan-2-yl)phenyl)oxazolidin-2-one), ClC=1N=NC=C(C1)Cl (3,5-dichloropyridazine), C(=O)([O-])[O-].[Na+].[Na+] (Na2CO3). The product is ClC=1C=C(N=NC1)C1=CC=C(C=C1)N1C(OC([C@@H]1C1=CC=CC=C1)(C)C)=O ((S)-3-(4-(5-Chloropyridazin-3-yl)phenyl)-5,5-dimethyl-4-phenyloxazolidin-2-one). Reaction SMILES: [CH3:1][C:2]1([CH3:29])[O:6][C:5](=[O:7])[N:4]([C:8]2[CH:13]=[CH:12][C:11](B3OC(C)(C)C(C)(C)O3)=[CH:10][CH:9]=2)[C@H:3]1[C:23]1[CH:28]=[CH:27][CH:26]=[CH:25][CH:24]=1.Cl[C:31]1[N:32]=[N:33][CH:34]=[C:35]([Cl:37])[CH:36]=1.C([O-])([O-])=O.[Na+].[Na+]>C1C=CC([P]([Pd]([P](C2C=CC=CC=2)(C2C=CC=CC=2)C2C=CC=CC=2)([P](C2C=CC=CC=2)(C2C=CC=CC=2)C2C=CC=CC=2)[P](C2C=CC=CC=2)(C2C=CC=CC=2)C2C=CC=CC=2)(C2C=CC=CC=2)C2C=CC=CC=2)=CC=1.O1CCOCC1>[Cl:37][C:35]1[CH:36]=[C:31]([C:11]2[CH:12]=[CH:13][C:8]([N:4]3[C@@H:3]([C:23]4[CH:24]=[CH:25][CH:26]=[CH:27][CH:28]=4)[C:2]([CH3:29])([CH3:1])[O:6][C:5]3=[O:7])=[CH:9][CH:10]=2)[N:32]=[N:33][CH:34]=1 |f:2.3.4,^1:47,49,68,87|. Reagents/catalysts: C=1C=CC(=CC1)[P](C=2C=CC=CC2)(C=3C=CC=CC3)[Pd]([P](C=4C=CC=CC4)(C=5C=CC=CC5)C=6C=CC=CC6)([P](C=7C=CC=CC7)(C=8C=CC=CC8)C=9C=CC=CC9)[P](C=1C=CC=CC1)(C=1C=CC=CC1)C=1C=CC=CC1 (Pd(PPh3)4). Reported procedure: To a 0.5-2.0 mL microwave vial charged with (S)-5,5-dimethyl-4-phenyl-3-(4-(4,4,5,5-tetramethyl-1,3,2-dioxaborolan-2-yl)phenyl)oxazolidin-2-one (Intermediate J) (0.240 g, 0.610 mmol) and 3,5-dichloropyridazine (commercially available from ACES Pharma, Princeton, N.J.) (0.100 g, 0.671 mmol) were added dioxane (1.220 mL), and 2 M Na2CO3 (1.220 mL). Nitrogen was bubbled through the resulting suspension and then Pd(PPh3)4 (0.071 g, 0.061 mmol) was added. The resulting mixture was irradiated at 100° ... Starting materials: CCOC(=O)C1CCCN1, CC(=O)C(=O)O, C(=NC1CCCCC1)=NC1CCCCC1, ClC(Cl)Cl. The product is CCOC(=O)C1CCCN1C(=O)C(C)=O. As a reaction SMILES: [CH2:7]([CH3:8])[O:9][C:10]([CH:11]1[NH:12][CH2:13][CH2:14][CH2:15]1)=[O:16].[CH3:1][C:2](=[O:3])[C:4]([OH:5])=[O:6].[CH:17]1([N:18]=[C:19]=[N:20][CH:21]2[CH2:22][CH2:23][CH2:24][CH2:25][CH2:26]2)[CH2:27][CH2:28][CH2:29][CH2:30][CH2:31]1.[CH:32]([Cl:33])([Cl:34])[Cl:35]>>[CH3:1][C:2](=[O:3])[C:4](=[O:6])[N:12]1[CH:11]([C:10]([O:9][CH2:7][CH3:8])=[O:16])[CH2:15][CH2:14][CH2:13]1. Reactants: CC(C)C[Al+]CC(C)C, CO, Cc1ccccc1, [H-], N#Cc1ccc(-c2ccc([N+](=O)[O-])cc2)cc1, O. Product: O=Cc1ccc(-c2ccc([N+](=O)[O-])cc2)cc1. As a reaction SMILES: [CH2:2]([Al+:3][CH2:4][CH:5]([CH3:6])[CH3:7])[CH:8]([CH3:9])[CH3:10].[CH3:28][OH:29].[CH3:31][c:32]1[cH:33][cH:34][cH:35][cH:36][cH:37]1.[H-:1].[N+:11](=[O:12])([O-:13])[c:14]1[cH:15][cH:16][c:17](-[c:20]2[cH:21][cH:22][c:23]([C:24]#[N:25])[cH:26][cH:27]2)[cH:18][cH:19]1.[OH2:30]>>[N+:11](=[O:12])([O-:13])[c:14]1[cH:15][cH:16][c:17](-[c:20]2[cH:21][cH:22][c:23]([CH:24]=[O:29])[cH:26][cH:27]2)[cH:18][cH:19]1. The product is NNC(=O)C(F)(F)c1ccc2occc2c1. The reactants are CCOC(=O)C(F)(F)c1ccc2occc2c1, CO, NN. As a reaction SMILES: [CH2:1]([O:3][C:4](=[O:2])[C:5]([F:6])([F:7])[c:8]1[cH:9][cH:10][c:11]2[c:12]([cH:13][cH:14][o:15]2)[cH:16]1)[CH3:17].[CH3:20][OH:21].[NH2:18][NH2:19]>>[O:3]=[C:4]([C:5]([F:6])([F:7])[c:8]1[cH:9][cH:10][c:11]2[c:12]([cH:13][cH:14][o:15]2)[cH:16]1)[NH:18][NH2:19].